This data is from the Open Reaction Database (ORD), a public repository of structured organic reaction records. The task is: describe an organic reaction: reactants, conditions, products, and yield Yields the product CN(C)C(=O)c1ccc(COc2ccc(C(=O)N3CCCC3CN3CCCC3)cc2F)cc1. The reactants are CN(C)C(=O)c1ccc(CCl)cc1, O=C(c1ccc(O)c(F)c1)N1CCCC1CN1CCCC1. Reaction SMILES: [Cl:22][CH2:23][c:24]1[cH:25][cH:26][c:27]([C:28](=[O:29])[N:30]([CH3:31])[CH3:32])[cH:33][cH:34]1.[F:1][c:2]1[cH:3][c:4]([C:9](=[O:10])[N:11]2[CH:12]([CH2:16][N:17]3[CH2:18][CH2:19][CH2:20][CH2:21]3)[CH2:13][CH2:14][CH2:15]2)[cH:5][cH:6][c:7]1[OH:8]>>[F:1][c:2]1[cH:3][c:4]([C:9](=[O:10])[N:11]2[CH:12]([CH2:16][N:17]3[CH2:18][CH2:19][CH2:20][CH2:21]3)[CH2:13][CH2:14][CH2:15]2)[cH:5][cH:6][c:7]1[O:8][CH2:23][c:24]1[cH:25][cH:26][c:27]([C:28](=[O:29])[N:30]([CH3:31])[CH3:32])[cH:33][cH:34]1.